Task: describe an organic reaction: reactants, conditions, products, and yield. Dataset: the Open Reaction Database (ORD), a public repository of structured organic reaction records The reactants are ON1C=NC=C2C1=CN=N2 (4-hydroxypyrazolopyrimidine), ( 25 ), P(=O)(Cl)(Cl)Cl (phosphoryl chloride), ( 5 ), pyrazolopyrimidines. Product: ClN1C=NC=C2C1=CN=N2 (4-chloropyrazolopyrimidine), ( 27 ). As a reaction SMILES: O[N:2]1[C:7]2=[CH:8][N:9]=[N:10][C:6]2=[CH:5][N:4]=[CH:3]1.P(Cl)(Cl)([Cl:13])=O>>[Cl:13][N:2]1[C:7]2=[CH:8][N:9]=[N:10][C:6]2=[CH:5][N:4]=[CH:3]1. Procedure: The compounds of Formula (5) that are pyrazolopyrimidines of the structure ##STR38## where E is CR1 and X is NH2, Scheme 12, can be synthesized from the corresponding 4-hydroxypyrazolopyrimidine of Formula (25) and phosphoryl chloride to give the corresponding 4-chloropyrazolopyrimidine of Formula (27) which is then treated with ammonia to give compounds of Formula (28). ##STR39## The reactants are CO, CN(C)C=O, CCOC(C)=O, O=C(Cc1ccccc1)NC(=S)Nc1ccc(Oc2cc(NC(=O)N3CCCC3)ncn2)c(F)c1, Nc1ccc(Oc2ccnc(NC(=O)N3CCCC3)c2)cc1Cl, O, O=C=NC(=O)Cc1ccccc1. Yields the product O=C(Cc1ccccc1)NC(=O)Nc1ccc(Oc2ccnc(NC(=O)N3CCCC3)c2)cc1Cl. Reaction SMILES: [CH3:37][OH:38].[CH3:39][N:40]([CH3:41])[CH:42]=[O:43].[CH3:79][CH2:80][O:81][C:82](=[O:83])[CH3:84].[F:44][c:45]1[cH:46][c:47]([NH:48][C:49]([NH:50][C:51](=[O:52])[CH2:53][c:54]2[cH:55][cH:56][cH:57][cH:58][cH:59]2)=[S:60])[cH:61][cH:62][c:63]1[O:64][c:65]1[n:66][cH:67][n:68][c:69]([NH:70][C:71]([N:72]2[CH2:73][CH2:74][CH2:75][CH2:76]2)=[O:77])[cH:78]1.[NH2:1][c:2]1[c:3]([Cl:23])[cH:4][c:5]([O:6][c:7]2[cH:8][c:9]([NH:13][C:14](=[O:15])[N:16]3[CH2:17][CH2:18][CH2:19][CH2:20]3)[n:10][cH:11][cH:12]2)[cH:21][cH:22]1.[OH2:36].[c:24]1([CH2:30][C:31](=[O:32])[N:33]=[C:34]=[O:35])[cH:25][cH:26][cH:27][cH:28][cH:29]1>>[NH:1]([c:2]1[c:3]([Cl:23])[cH:4][c:5]([O:6][c:7]2[cH:8][c:9]([NH:13][C:14](=[O:15])[N:16]3[CH2:17][CH2:18][CH2:19][CH2:20]3)[n:10][cH:11][cH:12]2)[cH:21][cH:22]1)[C:34]([NH:33][C:31]([CH2:30][c:24]1[cH:25][cH:26][cH:27][cH:28][cH:29]1)=[O:32])=[O:35]. Reactants: O=C1c2ccccc2C(=O)N1CCCBr, O=C([O-])[O-], Clc1ccc(Oc2ccc(OCC3CCCN3)cc2)cc1, [K+], [K+], CN(C)C=O. The product is O=C1c2ccccc2C(=O)N1CCCN1CCCC1COc1ccc(Oc2ccc(Cl)cc2)cc1. Reaction SMILES: [Br:22][CH2:23][CH2:24][CH2:25][N:26]1[C:27](=[O:36])[c:28]2[c:29]([cH:32][cH:33][cH:34][cH:35]2)[C:30]1=[O:31].[C:37](=[O:38])([O-:39])[O-:40].[Cl:1][c:2]1[cH:3][cH:4][c:5]([O:6][c:7]2[cH:8][cH:9][c:10]([O:11][CH2:12][CH:13]3[NH:14][CH2:15][CH2:16][CH2:17]3)[cH:18][cH:19]2)[cH:20][cH:21]1.[K+:41].[K+:42].[O:43]=[CH:44][N:45]([CH3:46])[CH3:47]>>[Cl:1][c:2]1[cH:3][cH:4][c:5]([O:6][c:7]2[cH:8][cH:9][c:10]([O:11][CH2:12][CH:13]3[N:14]([CH2:23][CH2:24][CH2:25][N:26]4[C:27](=[O:36])[c:28]5[c:29]([cH:32][cH:33][cH:34][cH:35]5)[C:30]4=[O:31])[CH2:15][CH2:16][CH2:17]3)[cH:18][cH:19]2)[cH:20][cH:21]1. Reactants: ClC=1C=C2C3=C(N(C2=CC1)CC(C)(O)C1=CC=C(C=C1)F)CN(CC3)C (1-(6-chloro-2-methyl-3,4-dihydro-1H-pyrido[3,4-b]indol-9(2H)-yl)-2-(4-fluorophenyl) propan-2-ol). The solvent is S(O)(O)(=O)=O (sulfuric acid). Reaction conditions: temperature 60 celsius. Yields the product Cl (HCl), ClC=1C=C2C3=C(N(C2=CC1)\C=C(/C)\C1=CC=C(C=C1)F)CN(CC3)C ((E)-6-chloro-9-(2-(4-fluorophenyl)prop-1-enyl)-2-methyl-2,3,4,9-tetrahydro-1H-pyrido[3,4-b]indole). Yield: 55.9%. Reaction SMILES: [Cl:1][C:2]1[CH:3]=[C:4]2[C:8](=[CH:9][CH:10]=1)[N:7]([CH2:11][C:12]([C:15]1[CH:20]=[CH:19][C:18]([F:21])=[CH:17][CH:16]=1)(O)[CH3:13])[C:6]1[CH2:22][N:23]([CH3:26])[CH2:24][CH2:25][C:5]2=1>S(=O)(=O)(O)O>[ClH:1].[Cl:1][C:2]1[CH:3]=[C:4]2[C:8](=[CH:9][CH:10]=1)[N:7](/[CH:11]=[C:12](/[C:15]1[CH:20]=[CH:19][C:18]([F:21])=[CH:17][CH:16]=1)\[CH3:13])[C:6]1[CH2:22][N:23]([CH3:26])[CH2:24][CH2:25][C:5]2=1. Procedure: 1-(6-chloro-2-methyl-3,4-dihydro-1H-pyrido[3,4-b]indol-9(2H)-yl)-2-(4-fluorophenyl) propan-2-ol (30 mg, 0.0806 mmol) was dissolved in 25% sulfuric acid, and the reaction mixture was heated overnight at 60° C. The reaction was monitored by TLC. After completion of the reaction, pH of the reaction mixture was adjusted to 10-12 and extracted with ethyl acetate. The organic layer was dried over Na2SO4, and concentrated under reduced pressure. The crude compound was purified by preparative TLC. The p... Reactants: C(C)O (ethanol), [N+](=O)([O-])C1=CC=C(C(=O)O)C=C1 (4-nitrobenzoic acid). The reagents and catalysts are O.FC(C(C(S(=O)(=O)O)(F)F)(F)F)F (hexafluoropropanesulfonic acid hydrate). Solvent: C1(=CC=CC=C1)C (toluene). Product: [N+](=O)([O-])C1=CC=C(C(=O)OCC)C=C1 (ethyl 4-nitrobenzoate). Isolated yield 94.4%. RXN SMILES: [CH2:1](O)[CH3:2].[N+:4]([C:7]1[CH:15]=[CH:14][C:10]([C:11]([OH:13])=[O:12])=[CH:9][CH:8]=1)([O-:6])=[O:5]>O.FC(F)C(F)(F)C(F)(F)S(O)(=O)=O.C1(C)C=CC=CC=1>[N+:4]([C:7]1[CH:8]=[CH:9][C:10]([C:11]([O:13][CH2:1][CH3:2])=[O:12])=[CH:14][CH:15]=1)([O-:6])=[O:5] |f:2.3|. Procedure details: 700 g of toluene, 235 g of ethanol (5.2 mol), 350 g of 4-nitrobenzoic acid and 10 g of hexafluoropropanesulfonic acid hydrate are weighed into a 2-1 four-necked flask equipped as described in Example 1. The procedure described in Example 1 is then repeated. Using the work-up described in Example 1 gives 386 g of ethyl 4-nitrobenzoate and, after drying, 382 g of dry ethyl 4-nitrobenzoate, which corresponds to a yield of 94.4% of theory, in a purity of 99.2% by HPLC of solidification point 56° C. Reactants: Brc1ccc2[nH]ccc2c1, CC(C)[Si](OS(=O)(=O)C(F)(F)F)(C(C)C)C(C)C, CN(C)C=O, O, O=Cc1ccc2cc[nH]c2c1. Product: CC(C)[Si](C(C)C)(C(C)C)n1ccc2cc(Br)ccc21. As a reaction SMILES: [Br:1][c:2]1[cH:3][c:4]2[cH:5][cH:6][nH:7][c:8]2[cH:9][cH:10]1.[CH:22]([CH3:23])([CH3:24])[Si:25]([CH:26]([CH3:27])[CH3:28])([CH:29]([CH3:30])[CH3:31])[O:32][S:33]([C:34]([F:35])([F:36])[F:37])(=[O:38])=[O:39].[O:41]=[CH:42][N:43]([CH3:44])[CH3:45].[OH2:40].[nH:11]1[c:12]2[c:13]([cH:14][cH:15][c:16]([CH:17]=[O:18])[cH:19]2)[cH:20][cH:21]1>>[Br:1][c:2]1[cH:3][c:4]2[cH:5][cH:6][n:7]([Si:25]([CH:22]([CH3:23])[CH3:24])([CH:26]([CH3:27])[CH3:28])[CH:29]([CH3:30])[CH3:31])[c:8]2[cH:9][cH:10]1.